Dataset: the Open Reaction Database (ORD), a public repository of structured organic reaction records. Task: describe an organic reaction: reactants, conditions, products, and yield Starting materials: O=C1C=CCC1, CCO, Fc1ccc2[nH]ccc2c1, C[N+](=O)[O-]. Product: O=C1CCC(c2c[nH]c3ccc(F)cc23)C1. RXN SMILES: [C:11]1(=[O:16])[CH:12]=[CH:13][CH2:14][CH2:15]1.[CH3:17][CH2:18][OH:19].[F:1][c:2]1[cH:3][c:4]2[cH:5][cH:6][nH:7][c:8]2[cH:9][cH:10]1.[N+:20]([CH3:21])([O-:22])=[O:23]>>[F:1][c:2]1[cH:3][c:4]2[c:5]([CH:13]3[CH2:12][C:11](=[O:16])[CH2:15][CH2:14]3)[cH:6][nH:7][c:8]2[cH:9][cH:10]1. The reactants are [OH-].[Na+] (NaOH), CCOC(=O)C (EtOAc), C(C)(C)(C)OC(=O)N1C(=NCC1)C(CC=C)OC1=C(C(=CC=C1)C)C (2-[1-(2,3-dimethyl-phenoxy)-but-3-enyl]-4,5-dihydro-imidazole-1-carboxylic acid tert-butyl ester). The solvent is FC(C(=O)O)(F)F (trifluoroacetic acid), ClCCl (dichloromethane). Product: CC1=C(OC(CC=C)C=2NCCN2)C=CC=C1C (2-[1-(2,3-Dimethyl-phenoxy)-but-3-enyl]-4,5-dihydro-1H-imidazole). RXN SMILES: C(OC([N:8]1[CH2:12][CH2:11][N:10]=[C:9]1[CH:13]([O:17][C:18]1[CH:23]=[CH:22][CH:21]=[C:20]([CH3:24])[C:19]=1[CH3:25])[CH2:14][CH:15]=[CH2:16])=O)(C)(C)C.[OH-].[Na+].CCOC(C)=O>FC(F)(F)C(O)=O.ClCCl>[CH3:25][C:19]1[C:20]([CH3:24])=[CH:21][CH:22]=[CH:23][C:18]=1[O:17][CH:13]([C:9]1[NH:10][CH2:11][CH2:12][N:8]=1)[CH2:14][CH:15]=[CH2:16] |f:1.2|. Procedure: 2-[1-(2,3-dimethyl-phenoxy)-but-3-enyl]-4,5-dihydro-imidazole-1-carboxylic acid tert-butyl ester (120 mg) was dissolved in a solution of 10% trifluoroacetic acid in dichloromethane (5 ml). After 24 hours the mixture was shaken between NaOH (2M) and EtOAc and the organic phase dried with Na2SO4 and evaporated to yield 2-[1-(2,3-Dimethyl-phenoxy)-but-3-enyl]-4,5-dihydro-1H-imidazole as crystals m.p. 72-74° C. Reactants: CN(CCN1C(=NC(=C1)C1=CC(=C(C=C1)F)C(F)(F)F)C1CCN(CC1)C1=C(C(=NC=N1)N)C1=CC=C(C=C1)F)C (6-(4-(1-(2-(dimethylamino)ethyl)-4-(4-fluoro-3-(trifluoromethyl)phenyl)-1H-imidazol-2-yl)piperidin-1-yl)-5-(4-fluorophenyl)pyrimidin-4-amine), C1(CC1)/C=C/B1OC(C(O1)(C)C)(C)C ((E)-2-(2-cyclopropylvinyl)-4,4,5,5-tetramethyl-1,3,2-dioxaborolane). The product is C1(CC1)/C=C/C=1C(=NC=NC1N1CCC(CC1)C=1N(C=C(N1)C1=CC(=C(C=C1)F)C(F)(F)F)CCN(C)C)N ((E)-5-(2-Cyclopropylvinyl)-6-(4-(1-(2-(dimethylamino)ethyl)-4-(4-fluoro-3-(trifluoromethyl)phenyl)-1H-imidazol-2-yl)piperidin-1-yl)pyrimidin-4-amine). RXN SMILES: [CH3:1][N:2]([CH3:41])[CH2:3][CH2:4][N:5]1[CH:9]=[C:8]([C:10]2[CH:15]=[CH:14][C:13]([F:16])=[C:12]([C:17]([F:20])([F:19])[F:18])[CH:11]=2)[N:7]=[C:6]1[CH:21]1[CH2:26][CH2:25][N:24]([C:27]2[N:32]=[CH:31][N:30]=[C:29]([NH2:33])[C:28]=2[C:34]2[CH:39]=[CH:38][C:37](F)=[CH:36]C=2)[CH2:23][CH2:22]1.C1(/C=C/B2OC(C)(C)C(C)(C)O2)CC1>>[CH:38]1(/[CH:39]=[CH:34]/[C:28]2[C:29]([NH2:33])=[N:30][CH:31]=[N:32][C:27]=2[N:24]2[CH2:23][CH2:22][CH:21]([C:6]3[N:5]([CH2:4][CH2:3][N:2]([CH3:1])[CH3:41])[CH:9]=[C:8]([C:10]4[CH:15]=[CH:14][C:13]([F:16])=[C:12]([C:17]([F:19])([F:18])[F:20])[CH:11]=4)[N:7]=3)[CH2:26][CH2:25]2)[CH2:37][CH2:36]1. Procedure: The title compound was prepared in an analogous manner as 6-(4-(1-(2-(dimethylamino)ethyl)-4-(4-fluoro-3-(trifluoromethyl)phenyl)-1H-imidazol-2-yl)piperidin-1-yl)-5-(4-fluorophenyl)pyrimidin-4-amine using (E)-2-(2-cyclopropylvinyl)-4,4,5,5-tetramethyl-1,3,2-dioxaborolane instead of 4-fluorophenyl boronic acid. LC-MS: (M+1=544, obsd.=544). Starting materials: ice water, BrC1=COC2=CC=CC=C2C1=S (3-bromothiochromone), N1N=CC=C1 (pyrazole), C([O-])([O-])=O.[K+].[K+] (potassium carbonate). Run in CN(C=O)C (dimethylformamide). The product is N1N=C(C=C1)C=1OC2=CC=CC=C2C(C1)=S (2-pyrazolylthiochromone). Yield: 79.0%. Reaction SMILES: Br[C:2]1[C:11](=[S:12])[C:10]2[C:5](=[CH:6][CH:7]=[CH:8][CH:9]=2)[O:4][CH:3]=1.[NH:13]1[CH:17]=[CH:16][CH:15]=[N:14]1.C(=O)([O-])[O-].[K+].[K+]>CN(C)C=O>[NH:13]1[CH:17]=[CH:16][C:15]([C:3]2[O:4][C:5]3[C:10]([C:11](=[S:12])[CH:2]=2)=[CH:9][CH:8]=[CH:7][CH:6]=3)=[N:14]1 |f:2.3.4|. Procedure: To an eggplant type flask (25 ml), 3-bromothiochromone (121 mg) prepared in Example 8, pyrazole (136 mg), potassium carbonate (1382 mg), and dimethylformamide (15 ml) were added. The mixture was reacted at 80° C. for 20 hours with stirring. The reaction mixture was added to ice water and extracted with chloroform. The organic layer was dried over anhydrous sodium sulfate, and concentrated under reduced pressure. The residue was purifiedby the silica gel column chromatography and recrystallized f...